describe an organic reaction: reactants, conditions, products, and yield From a dataset of the Open Reaction Database (ORD), a public repository of structured organic reaction records. The reactants are S1C(=CC=C1)C1=CC=C(C2=NSN=C21)C=2SC=CC2 (4,7-bis(2-thienyl)-2,1,3-benzothiadiazole), CC1(NC(CCC1)(C)C)C (2,2,6,6-tetramethylpiperidine), C(CCC)[Li] (n-butyllithium), solution, C[Sn](C)(C)Cl (trimethyltin chloride). Run in C1CCOC1 (THF), O (Water), C1CCOC1 (THF), hexanes, C(C)OCC (Diethyl ether). Reaction conditions: time 10 minute. Product: C[Sn](C=1SC(=CC1)C1=CC=C(C2=NSN=C21)C2=CC=C(S2)[Sn](C)(C)C)(C)C (4,7-bis(2-trimethylstannylthien-5-yl)-2,1,3-benzothiadiazole). RXN SMILES: CC1(C)CCCC(C)(C)N1.C([Li])CCC.[S:16]1[CH:20]=[CH:19][CH:18]=[C:17]1[C:21]1[C:29]2[C:25](=[N:26][S:27][N:28]=2)[C:24]([C:30]2[S:31][CH:32]=[CH:33][CH:34]=2)=[CH:23][CH:22]=1.[CH3:35][Sn:36](Cl)([CH3:38])[CH3:37]>C1COCC1.C(OCC)C.O>[CH3:35][Sn:36]([CH3:38])([CH3:37])[C:32]1[S:31][C:30]([C:24]2[C:25]3[C:29](=[N:28][S:27][N:26]=3)[C:21]([C:17]3[S:16][C:20]([Sn:36]([CH3:38])([CH3:37])[CH3:35])=[CH:19][CH:18]=3)=[CH:22][CH:23]=2)=[CH:34][CH:33]=1. Procedure details: A mechanically stirred solution of 2,2,6,6-tetramethylpiperidine (TMP) (0.55 g, 4 mmol) in dry THF (25 mL) under argon was cooled to −78° C. Next, n-butyllithium (3.9 mmol) was rapidly added to the solution. The resulting solution was allowed to warm to room temperature. It was kept at room temperature for 10 min and subsequently cooled to −78° C. again. A solution of 4,7-bis(2-thienyl)-2,1,3-benzothiadiazole in 5 mL of dry THF was then added drop-wise to the cooled solution. The resulting solut... Starting materials: [N-]=[N+]=[N-].[Na+] (sodium azide), NC1=NC(=CC(=N1)C1=CC=C(C2=CC=CC=C12)F)C(C)C (2-Amino-4-(4-fluoronaphth-1-yl)-6-isopropyl-pyrimidine), O (water). Run in CN1CCCC1=O (N-methyl pyrrolidinone). Reaction conditions: time 16 hour. The product is NC1=NC(=CC(=N1)C1=CC=C(C2=CC=CC=C12)N)C(C)C (2-amino-4-(4-aminonaphth-1-yl)-6-isopropyl-pyrimidine). The yield is 53.0%. Reaction SMILES: [NH2:1][C:2]1[N:7]=[C:6]([C:8]2[C:17]3[C:12](=[CH:13][CH:14]=[CH:15][CH:16]=3)[C:11](F)=[CH:10][CH:9]=2)[CH:5]=[C:4]([CH:19]([CH3:21])[CH3:20])[N:3]=1.[N-:22]=[N+]=[N-].[Na+].O>CN1C(=O)CCC1>[NH2:1][C:2]1[N:7]=[C:6]([C:8]2[C:17]3[C:12](=[CH:13][CH:14]=[CH:15][CH:16]=3)[C:11]([NH2:22])=[CH:10][CH:9]=2)[CH:5]=[C:4]([CH:19]([CH3:21])[CH3:20])[N:3]=1 |f:1.2|. Reported procedure: 2-Amino-4-(4-fluoronaphth-1-yl)-6-isopropyl-pyrimidine (0.288 g) was dissolved in N-methyl pyrrolidinone (5 mL) and sodium azide (0.288 g) was added. The mixture was brought to a temperature of 160° C. under an inert atmosphere for 16 hours. After cooling the reaction mixture was poured into water (50 mL) and the reaction product was extracted with ethyl acetate (3×30 mL). The organic layer was dried over sodium sulfate and evaporated to dryness. The product was purified by column chromatography... The reactants are COC(=O)C1(CCN(CC1)C(=O)N1CCCC1)S(=O)(=O)C1=CC=C(C=C1)OCC#CC (4-(4-but-2-ynyloxybenzenesulfonyl)-1-(pyrrolidine-1-carbonyl)-piperidine-4-carboxylic acid methyl ester), C24H25NO7S, [OH-].[Na+] (sodium hydroxide), acid. Run in O1CCCC1.CO (tetrahydrofuran methanol). Product: C(C#CC)OC1=CC=C(C=C1)S(=O)(=O)C1(CCN(CC1)C(=O)N1CCCC1)C(=O)O (4-(4-But-2-ynyloxybenzenesulfonyl)-1-(pyrrolidine-1-carbonyl)-piperidine-4-carboxylic acid). As a reaction SMILES: C[O:2][C:3]([C:5]1([S:18]([C:21]2[CH:26]=[CH:25][C:24]([O:27][CH2:28][C:29]#[C:30][CH3:31])=[CH:23][CH:22]=2)(=[O:20])=[O:19])[CH2:10][CH2:9][N:8]([C:11]([N:13]2[CH2:17][CH2:16][CH2:15][CH2:14]2)=[O:12])[CH2:7][CH2:6]1)=[O:4].[OH-].[Na+]>O1CCCC1.CO>[CH2:28]([O:27][C:24]1[CH:23]=[CH:22][C:21]([S:18]([C:5]2([C:3]([OH:4])=[O:2])[CH2:6][CH2:7][N:8]([C:11]([N:13]3[CH2:14][CH2:15][CH2:16][CH2:17]3)=[O:12])[CH2:9][CH2:10]2)(=[O:20])=[O:19])=[CH:26][CH:25]=1)[C:29]#[C:30][CH3:31] |f:1.2,3.4|. Procedure details: 4-(4-But-2-ynyloxybenzenesulfonyl)-1-(pyrrolidine-1-carbonyl)-piperidine-4-carboxylic acid was prepared following the procedure of Example 64 (step 5). Starting from 4-(4-but-2-ynyloxybenzenesulfonyl)-1-(pyrrolidine-1-carbonyl)-piperidine-4-carboxylic acid methyl ester (250 mg, 0.52 mmol) in 4 ml of tetrahydrofuran:methanol (1:1) and 1N sodium hydroxide (1.03 ml, 1.03 mmol), 150 mg of (62%) of the acid was isolated. HR-MS: m/z Calculated for C24H25NO7S 472.1425; Found 472.1426.